describe an organic reaction: reactants, conditions, products, and yield From a dataset of the Open Reaction Database (ORD), a public repository of structured organic reaction records. Starting materials: N[C@@H](C(=O)N[C@H](CC1=CC2=CC=CC=C2C=C1)C1=NN=NN1CCC1=CC=CC=C1)CC1=CC2=CC=CC=C2C=C1 ((2R)-2-Amino-3-(2-naphthyl)-N-((1R)-2-(2-naphthyl)-1-(1-phenethyl-1H-tetrazol-5-yl)ethyl)propionamide), C=1C=CC2=C(C1)N=NN2O (HOBT), CCN=C=NCCCN(C)C (EDAC), C(C)(C)(C)OC(=O)N1CCC(CC1)C(=O)O (N-tert-butyloxycarbonylpiperidine-4-carboxylic acid). Run in C(Cl)Cl (methylene chloride), C(Cl)Cl (Methylene chloride). Reaction conditions: time 15 minute. Product: C(C)(C)(C)OC(=O)N1CCC(CC1)C(N[C@H](CC1=CC2=CC=CC=C2C=C1)C(N[C@H](CC1=CC2=CC=CC=C2C=C1)C1=NN=NN1CCC1=CC=CC=C1)=O)=O (4-((1R)-2-(2-Naphthyl)-1-((1R)-2-(2-naphthyl)-1-(1-phenethyl-1H-tetrazol-5-yl)ethylcarbamoyl)ethylcarbamoyl)piperidine-1-carboxylic acid tert-butylester). The yield is 76.4%. As a reaction SMILES: [C:1]([O:5][C:6]([N:8]1[CH2:13][CH2:12][CH:11]([C:14]([OH:16])=O)[CH2:10][CH2:9]1)=[O:7])([CH3:4])([CH3:3])[CH3:2].C1C=CC2N(O)N=NC=2C=1.CCN=C=NCCCN(C)C.[NH2:38][C@H:39]([CH2:68][C:69]1[CH:78]=[CH:77][C:76]2[C:71](=[CH:72][CH:73]=[CH:74][CH:75]=2)[CH:70]=1)[C:40]([NH:42][C@@H:43]([C:55]1[N:59]([CH2:60][CH2:61][C:62]2[CH:67]=[CH:66][CH:65]=[CH:64][CH:63]=2)[N:58]=[N:57][N:56]=1)[CH2:44][C:45]1[CH:54]=[CH:53][C:52]2[C:47](=[CH:48][CH:49]=[CH:50][CH:51]=2)[CH:46]=1)=[O:41]>C(Cl)Cl>[C:1]([O:5][C:6]([N:8]1[CH2:9][CH2:10][CH:11]([C:14](=[O:16])[NH:38][C@@H:39]([C:40](=[O:41])[NH:42][C@@H:43]([C:55]2[N:59]([CH2:60][CH2:61][C:62]3[CH:63]=[CH:64][CH:65]=[CH:66][CH:67]=3)[N:58]=[N:57][N:56]=2)[CH2:44][C:45]2[CH:54]=[CH:53][C:52]3[C:47](=[CH:48][CH:49]=[CH:50][CH:51]=3)[CH:46]=2)[CH2:68][C:69]2[CH:78]=[CH:77][C:76]3[C:71](=[CH:72][CH:73]=[CH:74][CH:75]=3)[CH:70]=2)[CH2:12][CH2:13]1)=[O:7])([CH3:2])([CH3:3])[CH3:4]. Procedure details: N-tert-butyloxycarbonylpiperidine-4-carboxylic acid (68 mg; 0.296 mmol) was dissolved in methylene chloride (7 ml). HOBT (40 mg; 0.296 mmol) and EDAC (62 mg; 0.326 mmol) were added and the mixture was stirred 15 min at RT. (2R)-2-Amino-3-(2-naphthyl)-N-((1R)-2-(2-naphthyl)-1-(1-phenethyl-1H-tetrazol-5-yl)ethyl)propionamide (152 mg; 0.296 mmol) was added and stirring was continued overnight. Methylene chloride (25 ml) was added. The organic phase was washed with aqueous sodium hydrogencarbonate (... Starting materials: C1OC23[C@]4(C)[C@@H](CC2(OCCO3)OC1)[C@@H]1C[C@H](C3CCCC[C@]3(C)[C@H]1CC4)COC (17,17-bis(ethylendioxy)-6β-methoxymethylandrostane), C(#N)[C@H]1C[C@H]2[C@@H]3CCC([C@@]3(C)CC[C@@H]2[C@]2(CCC(CC12)=O)C)=O (6α-cyanoandrostane-3,17-dione). Product: COC[C@@H]1C[C@H]2[C@@H]3CCC([C@@]3(C)CC[C@@H]2[C@]2(CCC(CC12)=O)C)=O (6β-Methoxymethylandrostane-3,17-dione). Isolated yield 90.0%. As a reaction SMILES: [CH2:1]1COC23OCCOC2([C@]2(CC[C@H]4[C@@H](C[C@@H](COC)C5[C@]4(C)CCCC5)[C@@H]2C3)C)[O:2]1.[C:31]([C@@H:33]1[CH:50]2[C@:45]([CH3:52])([CH2:46][CH2:47][C:48](=[O:51])[CH2:49]2)[C@@H:44]2[C@H:35]([C@H:36]3[C@@:40]([CH2:42][CH2:43]2)([CH3:41])[C:39](=[O:53])[CH2:38][CH2:37]3)[CH2:34]1)#N>>[CH3:1][O:2][CH2:31][C@H:33]1[CH:50]2[C@:45]([CH3:52])([CH2:46][CH2:47][C:48](=[O:51])[CH2:49]2)[C@@H:44]2[C@H:35]([C@H:36]3[C@@:40]([CH2:42][CH2:43]2)([CH3:41])[C:39](=[O:53])[CH2:38][CH2:37]3)[CH2:34]1. Procedure details: The title compound II-aj was prepared in 90% yield from 3,3:17,17-bis(ethylendioxy)-6β-methoxymethylandrostane by the procedure described above for the preparation of 6α-cyanoandrostane-3,17-dione (II-ac, Prepn. 3). The combined organic extracts were washed with H2O, dried over Na2SO4 and evaporated to dryness. The residue was purified by flash chromatography (SiO2, n-hexane/CH2Cl2/acetone 70/10/20). 1H-NMR (300 MHz, acetone-d6, ppm from TMS): δ 3.45 (m, 2H), 3.27 (s, 3H), 2.80-0.80 (m, 21H), 1.... Reactants: CN1CCC(CC1)CCCO (3-(1-methyl-piperidin-4-yl)-propan-1-ol), [H-].[Na+] (sodium hydride), ClC1=NC=C(C#N)C=C1 (6-chloronicotinonitrile), CN1CCC(CC1)CCCOC1=NC=C(C#N)C=C1 (6-[3-(1-Methyl-Piperidin-4-yl)-propoxy]-nicotinonitrile). Run in CN(C)C=O (DMF), CN(C)C=O (DMF). Conditions: temperature 60 celsius, time 16 hour. Yields the product CC1=CC=CC=2NC(=NC21)C=2C=NC(=CC2)OCCCC2CCN(CC2)C (4-Methyl-2-{6-[3-(1-methyl-piperidin-4-yl)-propoxy]-pyridin-3-yl}-1H-benzoimidazole). As a reaction SMILES: [CH3:1][N:2]1[CH2:7][CH2:6][CH:5]([CH2:8][CH2:9][CH2:10][O:11][C:12]2[CH:19]=[CH:18][C:15]([C:16]#[N:17])=[CH:14][N:13]=2)[CH2:4][CH2:3]1.C[N:21]1[CH2:26][CH2:25][CH:24]([CH2:27][CH2:28][CH2:29]O)CC1.[H-].[Na+].Cl[C:34]1C=CC(C#N)=CN=1>CN(C=O)C>[CH3:34][C:29]1[C:26]2[N:21]=[C:16]([C:15]3[CH:14]=[N:13][C:12]([O:11][CH2:10][CH2:9][CH2:8][CH:5]4[CH2:4][CH2:3][N:2]([CH3:1])[CH2:7][CH2:6]4)=[CH:19][CH:18]=3)[NH:17][C:25]=2[CH:24]=[CH:27][CH:28]=1 |f:2.3|. Procedure details: 6-[3-(1-Methyl-Piperidin-4-yl)-propoxy]-nicotinonitrile. To a stirred solution of 3-(1-methyl-piperidin-4-yl)-propan-1-ol (5.0 g, 31.7 mmol, 1.1 equiv) in DMF (200 mL) under an atmosphere of nitrogen, was added 60% sodium hydride (1.73 g, 43.3 mmol, 1.5 equiv) portion wise. Once the initial effervescence had subsided, the mixture was heated at 60° C. for 1 h then cooled to rt. A solution of 6-chloronicotinonitrile (4.0 g, 28.9 mmol, 1.0 equiv) in DMF (20 mL) was then added and the mixture stirre... The reactants are C(C1=CC=CC=C1)OC=1C=CC=2C3=C(C=NC2C1)N=C(N3CC(C)(C)N)COCC (2-(7-Benzyloxy-2-ethoxymethyl-1H-imidazo[4,5-c]quinolin-1-yl)-1,1-dimethylethylamine), C(C)(C)N=C=O (Isopropyl isocyanate). The solvent is ClCCl (dichloromethane). Run at temperature 0 celsius, time 30 minute. Product: C(C1=CC=CC=C1)OC=1C=CC=2C3=C(C=NC2C1)N=C(N3CC(C)(C)NC(=O)NC(C)C)COCC (N-[2-(7-benzyloxy-2-ethoxymethyl-1H-imidazo[4,5-c]quinolin-1-yl)-1,1-dimethylethyl]-N′-isopropylurea). The yield is 86.1%. As a reaction SMILES: [CH2:1]([O:8][C:9]1[CH:10]=[CH:11][C:12]2[C:13]3[N:21]([CH2:22][C:23]([NH2:26])([CH3:25])[CH3:24])[C:20]([CH2:27][O:28][CH2:29][CH3:30])=[N:19][C:14]=3[CH:15]=[N:16][C:17]=2[CH:18]=1)[C:2]1[CH:7]=[CH:6][CH:5]=[CH:4][CH:3]=1.[CH:31]([N:34]=[C:35]=[O:36])([CH3:33])[CH3:32]>ClCCl>[CH2:1]([O:8][C:9]1[CH:10]=[CH:11][C:12]2[C:13]3[N:21]([CH2:22][C:23]([NH:26][C:35]([NH:34][CH:31]([CH3:33])[CH3:32])=[O:36])([CH3:24])[CH3:25])[C:20]([CH2:27][O:28][CH2:29][CH3:30])=[N:19][C:14]=3[CH:15]=[N:16][C:17]=2[CH:18]=1)[C:2]1[CH:7]=[CH:6][CH:5]=[CH:4][CH:3]=1. Procedure details: 2-(7-Benzyloxy-2-ethoxymethyl-1H-imidazo[4,5-c]quinolin-1-yl)-1,1-dimethylethylamine (1.88 g, 4.65 mmol) and dichloromethane (50 mL) were combined and cooled to 0° C. Isopropyl isocyanate (0.50 mL, 5.11 mmol) was added and the reaction was stirred for 30 minutes. The cooling bath was removed and the reaction was stirred overnight. The volatiles were removed under reduced pressure to give a brown solid. The solid was purified by flash column chromatography on silica gel (eluting with 6% methanol ... The reactants are CCOc1nc2ccccc2nc1NC(=O)Oc1ccccc1, Cc1sccc1N1CCNCC1. Yields the product CCOc1nc2ccccc2nc1NC(=O)N1CCN(c2ccsc2C)CC1. Reaction SMILES: [CH2:1]([CH3:2])[O:3][c:4]1[n:5][c:6]2[cH:7][cH:8][cH:9][cH:10][c:11]2[n:12][c:13]1[NH:14][C:15]([O:16][c:17]1[cH:18][cH:19][cH:20][cH:21][cH:22]1)=[O:23].[CH3:24][c:25]1[s:26][cH:27][cH:28][c:29]1[N:30]1[CH2:31][CH2:32][NH:33][CH2:34][CH2:35]1>>[CH2:1]([CH3:2])[O:3][c:4]1[n:5][c:6]2[cH:7][cH:8][cH:9][cH:10][c:11]2[n:12][c:13]1[NH:14][C:15](=[O:23])[N:33]1[CH2:32][CH2:31][N:30]([c:29]2[c:25]([CH3:24])[s:26][cH:27][cH:28]2)[CH2:35][CH2:34]1. Reactants: BrCc1ccccc1, CC(C)=O, [K+], [K+], O=C([O-])[O-], COc1ccc2c(c1O)CCCC2=O. Yields the product COc1ccc2c(c1OCc1ccccc1)CCCC2=O. Reaction SMILES: [Br:15][CH2:16][c:17]1[cH:18][cH:19][cH:20][cH:21][cH:22]1.[CH3:29][C:30](=[O:31])[CH3:32].[K+:23].[K+:24].[O-:25][C:26]([O-:27])=[O:28].[OH:1][c:2]1[c:3]2[c:8]([cH:9][cH:10][c:11]1[O:12][CH3:13])[C:7](=[O:14])[CH2:6][CH2:5][CH2:4]2>>[O:1]([c:2]1[c:3]2[c:8]([cH:9][cH:10][c:11]1[O:12][CH3:13])[C:7](=[O:14])[CH2:6][CH2:5][CH2:4]2)[CH2:16][c:17]1[cH:18][cH:19][cH:20][cH:21][cH:22]1. Starting materials: ClC1=CC=C(C(=O)C=2C=C(C#N)C=CC2)C=C1 (3-p-chlorobenzoyl benzonitrile), C(C)(=O)O (acetic acid), S(O)(O)(=O)=O (sulfuric acid). Run in O (water), O (water). Yields the product ClC1=CC=C(C(=O)C=2C=C(C(=O)O)C=CC2)C=C1 (3-p-chlorobenzoyl benzoic acid). Conditions: temperature 10 celsius. Procedure details: 46.5 g of 3-p-chlorobenzoyl benzonitrile were added to a mixture of 350 cc of water, 350 cc of glacial acetic acid and 350 cc of concentrated sulfuric acid and the resulting mixture was refluxed for 3 hours and 40 minutes. After cooling to 10° C., the mixture was slowly added to water and the precipitate formed was recovered by vacuum filtration, was washed and dried to obtain 48 g of 3-p-chlorobenzoyl benzoic acid melting at 228° C. A sample of the product after crystallization from acetone mel... RXN SMILES: [Cl:1][C:2]1[CH:17]=[CH:16][C:5]([C:6]([C:8]2[CH:9]=C([CH:13]=[CH:14][CH:15]=2)C#N)=[O:7])=[CH:4][CH:3]=1.[C:18]([OH:21])(=[O:20])[CH3:19].S(=O)(=O)(O)O>O>[Cl:1][C:2]1[CH:3]=[CH:4][C:5]([C:6]([C:8]2[CH:9]=[C:19]([CH:13]=[CH:14][CH:15]=2)[C:18]([OH:21])=[O:20])=[O:7])=[CH:16][CH:17]=1. Procedure: Repeating the procedure of Step D of Example 1, but using in place of the 2-bromomethyl-4-chlorophenylisocyanate used therein, an approximately equal amount of 2-bromomethyl-5-chlorophenylisocyanate, there is accordingly obtained 7-chloro-2-dimethylamino-4H-1,3-benzoxazine hydrobromide (m.p. 173°-176°) which is converted to its free base form (m.p. 118°-120°) in the same manner as described in Step D of Example 1. Reactants: BrCC1=C(C=CC(=C1)Cl)N=C=O (2-bromomethyl-4-chlorophenylisocyanate), BrCC1=C(C=C(C=C1)Cl)N=C=O (2-bromomethyl-5-chlorophenylisocyanate), Br.ClC1=CC2=C(CN=C(O2)N(C)C)C=C1 (7-chloro-2-dimethylamino-4H-1,3-benzoxazine hydrobromide). The product is ClC1=CC2=C(CN=C(O2)N(C)C)C=C1 (7-chloro-2-dimethylamino-4H-1,3-benzoxazine). As a reaction SMILES: BrCC1C=C(Cl)C=CC=1N=C=O.BrCC1C=CC(Cl)=CC=1N=C=O.Br.[Cl:26][C:27]1[CH:39]=[CH:38][C:30]2[CH2:31][N:32]=[C:33]([N:35]([CH3:37])[CH3:36])[O:34][C:29]=2[CH:28]=1>>[Cl:26][C:27]1[CH:39]=[CH:38][C:30]2[CH2:31][N:32]=[C:33]([N:35]([CH3:36])[CH3:37])[O:34][C:29]=2[CH:28]=1 |f:2.3|. The reactants are O=C(Cl)N1CC(Oc2cccc(Br)c2)C1, [NH4+], C1CCOC1, [OH-], O. Product: NC(=O)N1CC(Oc2cccc(Br)c2)C1. As a reaction SMILES: [Br:1][c:2]1[cH:3][c:4]([O:5][CH:6]2[CH2:7][N:8]([C:10](=[O:11])[Cl:12])[CH2:9]2)[cH:13][cH:14][cH:15]1.[NH4+:16].[O:18]1[CH2:19][CH2:20][CH2:21][CH2:22]1.[OH-:17].[OH2:23]>>[Br:1][c:2]1[cH:3][c:4]([O:5][CH:6]2[CH2:7][N:8]([C:10](=[O:11])[NH2:16])[CH2:9]2)[cH:13][cH:14][cH:15]1.